Dataset: the Open Reaction Database (ORD), a public repository of structured organic reaction records. Task: describe an organic reaction: reactants, conditions, products, and yield Starting materials: CC(C)Br, CCOc1cc(C=O)cc2c1OC(C)(C)C2, [Mg], C1CCOC1, O. The product is CCOc1cc(C(O)C(C)C)cc2c1OC(C)(C)C2. As a reaction SMILES: [Br:17][CH:18]([CH3:19])[CH3:20].[CH2:1]([CH3:2])[O:3][c:4]1[cH:5][c:6]([CH:15]=[O:16])[cH:7][c:8]2[c:12]1[O:11][C:10]([CH3:13])([CH3:14])[CH2:9]2.[Mg:21].[O:23]1[CH2:24][CH2:25][CH2:26][CH2:27]1.[OH2:22]>>[CH2:1]([CH3:2])[O:3][c:4]1[cH:5][c:6]([CH:15]([OH:16])[CH:18]([CH3:19])[CH3:20])[cH:7][c:8]2[c:12]1[O:11][C:10]([CH3:13])([CH3:14])[CH2:9]2. Starting materials: C(C)(=O)O[BH-](OC(C)=O)OC(C)=O.[Na+] (sodium triacetoxy borohydride), O=C1C[C@@H]2CN([C@H]1C2)C2=CC=C(C#N)C=C2 (4-((1S,4R)-6-oxo-2-azabicyclo[2.2.1]heptan-2-yl)benzonitrile), N[C@H]1[C@@H](CCCC1)NC(OC(C)(C)C)=O (tert-butyl (1R,2R)-2-aminocyclohexylcarbamate), [O-]S(=O)(=O)[O-].[Na+].[Na+] (Na2SO4). The reagents and catalysts are CC(=O)O (HOAc). Run in C(Cl)Cl (CH2Cl2), C(Cl)Cl (CH2Cl2). Conditions: time 1 hour. Product: C(#N)C1=CC=C(C=C1)N1[C@H]2[C@H](C[C@@H](C1)C2)N[C@H]2[C@@H](CCCC2)NC(OC(C)(C)C)=O (tert-butyl (1R,2R)-2-((1R,4R,6S)-2-(4-cyanophenyl)-2-azabicyclo[2.2.1]heptan-6-ylamino)cyclohexylcarbamate). Yield: 88.5%. RXN SMILES: O=[C:2]1[C@@H:7]2[CH2:8][C@@H:4]([CH2:5][N:6]2[C:9]2[CH:16]=[CH:15][C:12]([C:13]#[N:14])=[CH:11][CH:10]=2)[CH2:3]1.[NH2:17][C@@H:18]1[CH2:23][CH2:22][CH2:21][CH2:20][C@H:19]1[NH:24][C:25](=[O:31])[O:26][C:27]([CH3:30])([CH3:29])[CH3:28].[O-]S([O-])(=O)=O.[Na+].[Na+].C(O[BH-](OC(=O)C)OC(=O)C)(=O)C.[Na+]>CC(O)=O.C(Cl)Cl>[C:13]([C:12]1[CH:15]=[CH:16][C:9]([N:6]2[CH2:5][C@H:4]3[CH2:8][C@@H:7]2[C@@H:2]([NH:17][C@@H:18]2[CH2:23][CH2:22][CH2:21][CH2:20][C@H:19]2[NH:24][C:25](=[O:31])[O:26][C:27]([CH3:29])([CH3:28])[CH3:30])[CH2:3]3)=[CH:10][CH:11]=1)#[N:14] |f:2.3.4,5.6|. Reported procedure: To a round bottom flask under argon was added 4-((1S,4R)-6-oxo-2-azabicyclo[2.2.1]heptan-2-yl)benzonitrile (272 mg, 1.282 mmol), tert-butyl (1R,2R)-2-aminocyclohexylcarbamate (330 mg, 1.538 mmol), CH2Cl2 (6.4 ml), solid anhydrous Na2SO4 (1 gm) and HOAc (1 drop). Argon was bubbled through the reaction mixture for 1 min and then the reaction was stirred under argon at rt for 1 hr. After this time, sodium triacetoxy borohydride (815 mg, 3.84 mmol) was added to the reaction which was then stirred at...